This data is from the Open Reaction Database (ORD), a public repository of structured organic reaction records. The task is: describe an organic reaction: reactants, conditions, products, and yield The reactants are C1CCOC1, CC1(C)CNc2cc(NC(=O)c3ccccc3[N+](=O)[O-])ccc21, CN1CCN(C(=O)Cl)CC1, CCN(C(C)C)C(C)C. Yields the product CN1CCN(C(=O)N2CC(C)(C)c3ccc(NC(=O)c4ccccc4[N+](=O)[O-])cc32)CC1. RXN SMILES: [CH2:43]1[O:44][CH2:45][CH2:46][CH2:47]1.[CH3:1][C:2]1([CH3:23])[CH2:3][NH:4][c:5]2[cH:6][c:7]([NH:11][C:12]([c:13]3[c:14]([N+:19](=[O:20])[O-:21])[cH:15][cH:16][cH:17][cH:18]3)=[O:22])[cH:8][cH:9][c:10]21.[CH3:24][N:25]1[CH2:26][CH2:27][N:28]([C:31](=[O:32])[Cl:33])[CH2:29][CH2:30]1.[CH:34]([N:35]([CH2:36][CH3:37])[CH:38]([CH3:39])[CH3:40])([CH3:41])[CH3:42]>>[CH3:1][C:2]1([CH3:23])[CH2:3][N:4]([C:31]([N:28]2[CH2:27][CH2:26][N:25]([CH3:24])[CH2:30][CH2:29]2)=[O:32])[c:5]2[cH:6][c:7]([NH:11][C:12]([c:13]3[c:14]([N+:19](=[O:20])[O-:21])[cH:15][cH:16][cH:17][cH:18]3)=[O:22])[cH:8][cH:9][c:10]21. As a reaction SMILES: [O:1]([C:8]1[CH:9]=[C:10]([CH:13]=[CH:14][CH:15]=1)[CH:11]=[O:12])[C:2]1[CH:7]=[CH:6][CH:5]=[CH:4][CH:3]=1.[C:16]1([CH3:26])[CH:21]=[CH:20][C:19]([S:22](Cl)(=[O:24])=[O:23])=[CH:18][CH:17]=1.[C-:27]#[N:28].[Na+]>C(O)C>[C:16]1([CH3:26])[CH:21]=[CH:20][C:19]([S:22]([O:12][CH:11]([C:10]2[CH:13]=[CH:14][CH:15]=[C:8]([O:1][C:2]3[CH:3]=[CH:4][CH:5]=[CH:6][CH:7]=3)[CH:9]=2)[C:27]#[N:28])(=[O:24])=[O:23])=[CH:18][CH:17]=1 |f:2.3|. The product is C1(=CC=C(C=C1)S(=O)(=O)OC(C#N)C1=CC(=CC=C1)OC1=CC=CC=C1)C (O-(p-toluenesulfonyl)-m-phenoxymandelonitrile). Reaction conditions: time 30 minute. Procedure details: A mixture of 3.96 g of m-phenoxybenzaldehyde and 3.97 g of p-toluenesulfonyl chloride was stirred under ice cooling, and 10 ml of an aqueous solution containing 1.47 g of sodium cyanide was added dropwise over 30 minutes. Then, 10 ml of ethanol was added, and the mixture was stirred for 30 minutes under ice cooling, and then at room temperature for 30 minutes. The mixture was extracted with 30 ml of methylene chloride three times. The extract was washed with 20 ml of water, dried over anhydrous ... Isolated yield 50.3%. The reactants are O(C1=CC=CC=C1)C=1C=C(C=O)C=CC1 (m-phenoxybenzaldehyde), C1(=CC=C(C=C1)S(=O)(=O)Cl)C (p-toluenesulfonyl chloride), aqueous solution, [C-]#N.[Na+] (sodium cyanide). Solvent: C(C)O (ethanol).